The task is: describe an organic reaction: reactants, conditions, products, and yield. This data is from the Open Reaction Database (ORD), a public repository of structured organic reaction records. Reactants: C1(=CC=C(C=C1)S(=O)(=O)[O-])C.[NH+]1=CC=CC=C1 (pyridinium p-toluenesulfonate), BrC=1C=CC(=C(C1)O)C(C)(C)C (5-bromo-2-t-butylphenol), BrC1=CC(=C(C=C1)OC1OCCCC1)C(C)(C)C (4-bromo-2-t-butyl-1-(2-tetrahydropyranoxy)benzene), BrC1=CC(=C(C=C1)OC1OCCCC1)C(C)(C)C (4-bromo-2-t-butyl-1-(2-tetrahydropyranoxy)benzene), C1(=CC=C(C=C1)S(=O)(=O)[O-])C.[NH+]1=CC=CC=C1 (pyridinium p-toluenesulfonate), BrC=1C=CC(=C(C1)O)C(C)(C)C (5-bromo-2-t-butylphenol), O1CCCC=C1 (3,4-dihydro-2H-pyran). Run in ClCCl (dichloromethane). Run at time 21 hour. Product: BrC=1C=CC(=C(C1)OC1OCCCC1)C(C)(C)C (5-Bromo-2-t-butyl-1-(2-tetrahydropyranoxy)benzene). As a reaction SMILES: Br[C:2]1[CH:7]=[CH:6][C:5]([O:8][CH:9]2[CH2:14][CH2:13][CH2:12][CH2:11][O:10]2)=[C:4]([C:15]([CH3:18])([CH3:17])[CH3:16])[CH:3]=1.[Br:19]C1C=CC(C(C)(C)C)=C(O)C=1.C1(C)C=CC(S([O-])(=O)=O)=CC=1.[NH+]1C=CC=CC=1.O1C=CCCC1>ClCCl>[Br:19][C:7]1[CH:2]=[CH:3][C:4]([C:15]([CH3:18])([CH3:17])[CH3:16])=[C:5]([O:8][CH:9]2[CH2:14][CH2:13][CH2:12][CH2:11][O:10]2)[CH:6]=1 |f:2.3|. Procedure details: Using the same procedure as for the preparation of 4-bromo-2-t-butyl-1-(2-tetrahydropyranoxy)benzene (Compound H), but instead using 8.18 g (35.7 mmol) of 5-bromo-2-t-butylphenol (Compound D), 0.90 g, 3.6 mmol) of pyridinium p-toluenesulfonate and 4.50 g (4.9 ml, 53.6 mmol) of 3,4-dihydro-2H-pyran and 50 ml of dichloromethane stirred at room temperature for 21 hours produced a dark yellow solution. At this time an additional 1.80 g (7.2 mmol) of pyridinium p-toluenesulfonate was added to the sol...